Dataset: the Open Reaction Database (ORD), a public repository of structured organic reaction records. Task: describe an organic reaction: reactants, conditions, products, and yield The reactants are C(=O)(Cl)Cl (phosgene), C1(=CC=CC=C1)C (toluene), COC([C@@H](CC=1C=C2CC(NC2=CC1)=O)N)=O ((R)-2-amino-3-(2-oxo-2,3-dihydro-1H-indol-5-yl)-propionic acid methyl ester), N1CCC(CC1)N1C(NC2=CC=CC=C2C1)=O (3-piperidin-4-yl-3,4-dihydro-1H-quinazolin-2-one). Solvent: C(Cl)Cl (methylene chloride), C([O-])(O)=O.[Na+] (sodium bicarbonate), C(C)(=O)OCC (ethyl acetate). Run at time 30 minute. Yields the product COC([C@@H](CC=1C=C2CC(NC2=CC1)=O)NC(=O)N1CCC(CC1)N1C(NC2=CC=CC=C2C1)=O)=O ((R)-3-(2-Oxo-2,3-dihydro-1H-indol-5-yl)-2-{[4-(2-oxo-1,4-dihydro-2H-quinazolin-3-yl)-piperidine-1-carbonyl]-amino}-propionic acid methyl ester). RXN SMILES: [C:1](Cl)(Cl)=[O:2].C1(C)C=CC=CC=1.[CH3:12][O:13][C:14](=[O:28])[C@H:15]([NH2:27])[CH2:16][C:17]1[CH:18]=[C:19]2[C:23](=[CH:24][CH:25]=1)[NH:22][C:21](=[O:26])[CH2:20]2.[NH:29]1[CH2:34][CH2:33][CH:32]([N:35]2[CH2:44][C:43]3[C:38](=[CH:39][CH:40]=[CH:41][CH:42]=3)[NH:37][C:36]2=[O:45])[CH2:31][CH2:30]1>C(Cl)Cl.C(=O)(O)[O-].[Na+].C(OCC)(=O)C>[CH3:12][O:13][C:14](=[O:28])[C@H:15]([NH:27][C:1]([N:29]1[CH2:30][CH2:31][CH:32]([N:35]2[CH2:44][C:43]3[C:38](=[CH:39][CH:40]=[CH:41][CH:42]=3)[NH:37][C:36]2=[O:45])[CH2:33][CH2:34]1)=[O:2])[CH2:16][C:17]1[CH:18]=[C:19]2[C:23](=[CH:24][CH:25]=1)[NH:22][C:21](=[O:26])[CH2:20]2 |f:5.6|. Procedure details: A solution of phosgene in toluene (2M, 0.158 mL, 0.30 mmol) was added to a vigorously stirred mixture of (R)-2-amino-3-(2-oxo-2,3-dihydro-1H-indol-5-yl)-propionic acid methyl ester (70 mg, 0.25 mmol) in methylene chloride (15 mL) and saturated sodium bicarbonate (7.5 mL). After the mixture was stirred at room temperature for 30 min, 3-piperidin-4-yl-3,4-dihydro-1H-quinazolin-2-one (58 mg, 0.25 mmol) was added. The resulting mixture was stirred at room temperature for 1.5 h, diluted with ethyl ac...